Dataset: the Open Reaction Database (ORD), a public repository of structured organic reaction records. Task: describe an organic reaction: reactants, conditions, products, and yield Reactants: BrC1=CC(=C(N)C=C1)C (4-bromo-2-methylaniline), C(O)([O-])=O.[Na+] (sodium hydrogen carbonate), C(=S)(Cl)Cl (thiophosgene). The solvent is O1CCCC1 (tetrahydrofuran). Reaction conditions: temperature 0 celsius, time 30 minute. Product: BrC1=CC(=C(C=C1)N=C=S)C (4-Bromo-2-methylphenylisothiocyanate). The yield is 60.7%. As a reaction SMILES: [Br:1][C:2]1[CH:8]=[CH:7][C:5]([NH2:6])=[C:4]([CH3:9])[CH:3]=1.C(=O)([O-])O.[Na+].[C:15](Cl)(Cl)=[S:16]>O1CCCC1>[Br:1][C:2]1[CH:8]=[CH:7][C:5]([N:6]=[C:15]=[S:16])=[C:4]([CH3:9])[CH:3]=1 |f:1.2|. Procedure: To a solution of 4-bromo-2-methylaniline (11.0 g, 59.0 mmol) and saturated aqueous sodium hydrogen carbonate (150 mL) in tetrahydrofuran (150 mL) was added thiophosgene (4.50 mL, 59.0 mmol), and the mixture was stirred at 0° C. for 30 min. The reaction mixture was extracted with ethyl acetate. The combined organic layer was washed with brine, dried over anhydrous magnesium sulfate, filtered, and concentrated in vacuo. The residual solid was collected by filtration and was washed with n-hexane to...